Dataset: the Open Reaction Database (ORD), a public repository of structured organic reaction records. Task: describe an organic reaction: reactants, conditions, products, and yield Starting materials: CC=1N=COC1C1=CC(=CC=C1)[N+](=O)[O-] (4-methyl-5-(3-nitrophenyl)-1,3-oxazole). The reagents and catalysts are [Pd] (Pd/C). Run in CO (MeOH). Product: CC=1N=COC1C=1C=C(N)C=CC1 (3-(4-Methyl-1,3-oxazol-5-yl)aniline). As a reaction SMILES: [CH3:1][C:2]1[N:3]=[CH:4][O:5][C:6]=1[C:7]1[CH:12]=[CH:11][CH:10]=[C:9]([N+:13]([O-])=O)[CH:8]=1>CO.[Pd]>[CH3:1][C:2]1[N:3]=[CH:4][O:5][C:6]=1[C:7]1[CH:8]=[C:9]([CH:10]=[CH:11][CH:12]=1)[NH2:13]. Reported procedure: Pd/C (5 g) was transferred carefully to a solution of 4-methyl-5-(3-nitrophenyl)-1,3-oxazole (50 g) in MeOH (600 mL) in a Parr-shaker bottle and hydrogenated at 3.5 kg pressure for 20 h. The reaction mixture was filtered over a celite bed and the filtrate concentrated. The residue was purified by silica gel column chromatograph using 40% EtOAc in petroleum-ether to get a yellow solid. Yield 18 g (42%). 1H NMR (400 MHz, DMSO-d6) δ 8.23 (s, 1H), 7.08 (t, J=8.0 Hz, 1H), 6.82 (s, 1H), 6.71 (d, J=7.9... The reactants are N1=C(C=CC=C1)NN (Pyridin-2-yl-hydrazine), C1(=CC=CC=C1)CC=O (Phenyl-acetaldehyde), Azaindoles, 7-azaindoles, 2-pyridylhydrazones. Product: N1=C(C=CC=C1)NNC=CC1=CC=CC=C1 (N-Pyridin-2-yl-N′-styryl-hydrazine). Yield: 100.0%. Reaction SMILES: [N:1]1[CH:6]=[CH:5][CH:4]=[CH:3][C:2]=1[NH:7][NH2:8].[C:9]1([CH2:15][CH:16]=O)[CH:14]=[CH:13][CH:12]=[CH:11][CH:10]=1>>[N:1]1[CH:6]=[CH:5][CH:4]=[CH:3][C:2]=1[NH:7][NH:8][CH:16]=[CH:15][C:9]1[CH:14]=[CH:13][CH:12]=[CH:11][CH:10]=1. Reported procedure: React Pyridin-2-yl-hydrazine and Phenyl-acetaldehyde under literature conditions (Azaindoles. I. Preparation of 7-azaindoles by thermal indolization of 2-pyridylhydrazones. Canadian Journal of Chemistry (1966), 44(21), 2455-9) to give N-Pyridin-2-yl-N′-styryl-hydrazine (10 g, 100% yield crude material) Mass Spectrum (m/e): 211.96 (MH+).